This data is from the Open Reaction Database (ORD), a public repository of structured organic reaction records. The task is: describe an organic reaction: reactants, conditions, products, and yield Reactants: C(C)(C)(C)OC(=O)N1CCC(CC1)NC1=CC(=CC=C1)C1=NC(=NC=C1)Cl (4-[3-(2-Chloro-pyrimidin-4-yl)-phenylamino]-piperidine-1-carboxylic acid tert-butyl ester), FC=1C=C(C2=C(COCO2)C1)CN (C-(6-fluoro-4H-benzo[1,3]dioxin-8-yl)-methylamine), 436. Product: FC=1C=C(C2=C(COCO2)C1)CNC1=NC=CC(=N1)C1=CC(=CC=C1)NC1CCNCC1 ((6-Fluoro-4H-benzo[1,3]dioxin-8-ylmethyl)-{4-[3-(piperidin-4-ylamino)-phenyl]-pyrimidin-2-yl}-amine). As a reaction SMILES: C(OC([N:8]1[CH2:13][CH2:12][CH:11]([NH:14][C:15]2[CH:20]=[CH:19][CH:18]=[C:17]([C:21]3[CH:26]=[CH:25][N:24]=[C:23](Cl)[N:22]=3)[CH:16]=2)[CH2:10][CH2:9]1)=O)(C)(C)C.[F:28][C:29]1[CH:30]=[C:31]([CH2:39][NH2:40])[C:32]2[O:37][CH2:36][O:35][CH2:34][C:33]=2[CH:38]=1>>[F:28][C:29]1[CH:30]=[C:31]([CH2:39][NH:40][C:23]2[N:22]=[C:21]([C:17]3[CH:18]=[CH:19][CH:20]=[C:15]([NH:14][CH:11]4[CH2:10][CH2:9][NH:8][CH2:13][CH2:12]4)[CH:16]=3)[CH:26]=[CH:25][N:24]=2)[C:32]2[O:37][CH2:36][O:35][CH2:34][C:33]=2[CH:38]=1. Procedure: Intermediate 7 was coupled with C-(6-fluoro-4H-benzo[1,3]dioxin-8-yl)-methylamine following procedure F and the resulting intermediate 4eprotected following procedure G. LC-MS showed the product had the expected M+H+ of 436. 1H NMR (Varian 300 MHz, DMSO-d6, shifts relative to the solvent peak at 2.49 ppm) δ 8.6 (s, 1H) 8.4 (d, 1H) 8.3 (d, 1H) 7.8 (t, 1H) 7.4 (d, 1H), 7.2 (d, 1H), 7.1 (d, 2H), 6.6 (d, 2H), 3.4 (d, 2H), 2.8 (d, 2H). The reactants are Cc1c(C(F)(F)F)ncn(-c2ccc(F)cc2F)c1=O, O, O=[N+]([O-])O, O=S(=O)(O)O. Product: Cc1c(C(F)(F)F)ncn(-c2cc([N+](=O)[O-])c(F)cc2F)c1=O. RXN SMILES: [F:5][c:6]1[c:7](-[n:13]2[cH:14][n:15][c:16]([C:21]([F:22])([F:23])[F:24])[c:17]([CH3:20])[c:18]2=[O:19])[cH:8][cH:9][c:10]([F:12])[cH:11]1.[OH2:25].[OH:1][N+:2]([O-:3])=[O:4].[S:26](=[O:27])(=[O:28])([OH:29])[OH:30]>>[O-:1][N+:2](=[O:4])[c:9]1[cH:8][c:7](-[n:13]2[cH:14][n:15][c:16]([C:21]([F:22])([F:23])[F:24])[c:17]([CH3:20])[c:18]2=[O:19])[c:6]([F:5])[cH:11][c:10]1[F:12]. As a reaction SMILES: [N:1]1[C:9]2[C:4](=[N:5][CH:6]=[CH:7][CH:8]=2)[N:3]([C:10]2[CH:15]=[CH:14][C:13]([CH2:16][C:17]([OH:19])=O)=[CH:12][CH:11]=2)[CH:2]=1.[CH2:20]([N:22]1[CH2:27][CH2:26][N:25]([CH2:28][C:29]2[CH:34]=[CH:33][C:32]([NH2:35])=[CH:31][C:30]=2[C:36]([F:39])([F:38])[F:37])[CH2:24][CH2:23]1)[CH3:21]>C(Cl)Cl.CO>[CH2:20]([N:22]1[CH2:27][CH2:26][N:25]([CH2:28][C:29]2[CH:34]=[CH:33][C:32]([NH:35][C:17](=[O:19])[CH2:16][C:13]3[CH:12]=[CH:11][C:10]([N:3]4[C:4]5=[N:5][CH:6]=[CH:7][CH:8]=[C:9]5[N:1]=[CH:2]4)=[CH:15][CH:14]=3)=[CH:31][C:30]=2[C:36]([F:39])([F:37])[F:38])[CH2:24][CH2:23]1)[CH3:21] |f:2.3|. Run in C(Cl)Cl.CO (CH2Cl2 MeOH). Procedure: The title compound is prepared as described in Example 1 but using (4-imidazo[4,5-b]pyridin-3-yl-phenyl)-acetic acid (Step 7.1) and 4-(4-ethyl-piperazin-1-ylmethyl)-3-trifluoromethyl-phenylamine (see WO 03/099771). Title compound: ES-MS: 523.0 [M+H]+; single peak at tR=3.00 min (System 1); Rf=0.12 (CH2Cl2/MeOH+1% NH3aq, 95:5). Yields the product C(C)N1CCN(CC1)CC1=C(C=C(C=C1)NC(CC1=CC=C(C=C1)N1C=NC=2C1=NC=CC2)=O)C(F)(F)F (N-[4-(4-Ethyl-piperazin-1-ylmethyl)-3-trifluoromethyl-phenyl]-2-(4-imidazo[4,5-b]pyridin-3-yl-phenyl)acetamide). Reactants: N1=CN(C2=NC=CC=C21)C2=CC=C(C=C2)CC(=O)O ((4-imidazo[4,5-b]pyridin-3-yl-phenyl)-acetic acid), C(C)N1CCN(CC1)CC1=C(C=C(C=C1)N)C(F)(F)F (4-(4-ethyl-piperazin-1-ylmethyl)-3-trifluoromethyl-phenylamine).